This data is from the Open Reaction Database (ORD), a public repository of structured organic reaction records. The task is: describe an organic reaction: reactants, conditions, products, and yield Reactants: C(C1=CC=CC=C1)N (benzylamine), ClC=1N=C(C2=C(N1)SC(=C2)C(F)(F)F)Cl (2,4-dichloro-6-trifluoromethyl-thieno-[2,3-d]-pyrimidine). Product: ClC=1N=C(C2=C(N1)SC(=C2)C(F)(F)F)NCC2=CC=CC=C2 (2-chloro-6-trifluoromethyl-4-benzylamino-thieno-[2,3-d]-pyrimidine). As a reaction SMILES: [CH2:1]([NH2:8])[C:2]1[CH:7]=[CH:6][CH:5]=[CH:4][CH:3]=1.[Cl:9][C:10]1[N:11]=[C:12](Cl)[C:13]2[CH:18]=[C:17]([C:19]([F:22])([F:21])[F:20])[S:16][C:14]=2[N:15]=1>>[Cl:9][C:10]1[N:11]=[C:12]([NH:8][CH2:1][C:2]2[CH:7]=[CH:6][CH:5]=[CH:4][CH:3]=2)[C:13]2[CH:18]=[C:17]([C:19]([F:21])([F:22])[F:20])[S:16][C:14]=2[N:15]=1. Reported procedure: Following the procedure of Example 1, the reaction of benzylamine with 2,4-dichloro-6-trifluoromethyl-thieno-[2,3-d]-pyrimidine yields 2-chloro-6-trifluoromethyl-4-benzylamino-thieno-[2,3-d]-pyrimidine.